Dataset: the Open Reaction Database (ORD), a public repository of structured organic reaction records. Task: describe an organic reaction: reactants, conditions, products, and yield Reactants: Cc1nc([N+](=O)[O-])cn1CCNC(=O)OC(C)(C)C, CO. Reaction SMILES: [C:1]([CH3:2])([CH3:3])([CH3:4])[O:5][C:6]([NH:7][CH2:8][CH2:9][n:10]1[c:11]([CH3:18])[n:12][c:13]([N+:15]([O-:16])=[O:17])[cH:14]1)=[O:19].[CH3:20][OH:21]>>[C:1]([CH3:2])([CH3:3])([CH3:4])[O:5][C:6]([NH:7][CH2:8][CH2:9][n:10]1[c:11]([CH3:18])[n:12][c:13]([NH2:15])[cH:14]1)=[O:19]. The product is Cc1nc(N)cn1CCNC(=O)OC(C)(C)C. The product is O=C1Nc2cc(CN3CCN(c4ccc(Cl)cc4)CC3)cnc2N2CCCCC12. Starting materials: C[P+](C)(C)CC#N, CCC#N, CCN(C(C)C)C(C)C, Clc1ccc(N2CCNCC2)cc1, Cl, [I-], O, O=C1Nc2cc(CO)cnc2N2CCCCC12. Reaction SMILES: [C:19]([CH2:20][P+:21]([CH3:22])([CH3:23])[CH3:24])#[N:25].[C:49](#[N:50])[CH2:51][CH3:52].[CH2:26]([N:27]([CH:28]([CH3:29])[CH3:30])[CH:31]([CH3:32])[CH3:33])[CH3:34].[Cl:36][c:37]1[cH:38][cH:39][c:40]([N:43]2[CH2:44][CH2:45][NH:46][CH2:47][CH2:48]2)[cH:41][cH:42]1.[ClH:35].[I-:18].[OH2:53].[OH:1][CH2:2][c:3]1[cH:4][c:5]2[c:10]([n:11][cH:12]1)[N:9]1[CH:8]([C:7](=[O:17])[NH:6]2)[CH2:16][CH2:15][CH2:14][CH2:13]1>>[CH2:2]([c:3]1[cH:4][c:5]2[c:10]([n:11][cH:12]1)[N:9]1[CH:8]([C:7](=[O:17])[NH:6]2)[CH2:16][CH2:15][CH2:14][CH2:13]1)[N:46]1[CH2:45][CH2:44][N:43]([c:40]2[cH:39][cH:38][c:37]([Cl:36])[cH:42][cH:41]2)[CH2:48][CH2:47]1. Starting materials: NC1CCN(CC1)C(=O)OCC (4-Amino-1-(ethoxycarbonyl)piperidine), ClCC1=CC(=NC=C1)C1=CC(=C(C(=C1)OC)OC)OC (4-chloromethyl-2-(3,4,5-trimethoxyphenyl)pyridine). Yields the product C(C)OC(=O)N1CCC(CC1)NCC1=CC(=NC=C1)C1=CC(=C(C(=C1)OC)OC)OC (1-(Ethoxycarbonyl)-4-[[2-(3,4,5-trimethoxyphenyl)pyridin-4-yl]methylamino]piperidine). Reaction SMILES: [NH2:1][CH:2]1[CH2:7][CH2:6][N:5]([C:8]([O:10][CH2:11][CH3:12])=[O:9])[CH2:4][CH2:3]1.Cl[CH2:14][C:15]1[CH:20]=[CH:19][N:18]=[C:17]([C:21]2[CH:26]=[C:25]([O:27][CH3:28])[C:24]([O:29][CH3:30])=[C:23]([O:31][CH3:32])[CH:22]=2)[CH:16]=1>>[CH2:11]([O:10][C:8]([N:5]1[CH2:4][CH2:3][CH:2]([NH:1][CH2:14][C:15]2[CH:20]=[CH:19][N:18]=[C:17]([C:21]3[CH:26]=[C:25]([O:27][CH3:28])[C:24]([O:29][CH3:30])=[C:23]([O:31][CH3:32])[CH:22]=3)[CH:16]=2)[CH2:7][CH2:6]1)=[O:9])[CH3:12]. Reported procedure: 4-Amino-1-(ethoxycarbonyl)piperidine (341 mg) and 4-chloromethyl-2-(3,4,5-trimethoxyphenyl)pyridine (300 mg) were condensed in the same manner as described in Example 2 to give the title compound. Starting materials: CC(COCCOCCOCCO)O (Methyl tetraethylene glycol), C(C=C)(=O)OC(C)(C)C (tert-butyl acrylate), C1CCOC1 (THF). Reagents/catalysts: [Na] (Sodium). Conditions: time 4 hour. The product is C(C)(C)(C)OC(CCOCCOCCOCCOCCOC)=O (3-(2-{2-[2-(2-Methoxy-ethoxy)-ethoxy]-ethoxy}-ethoxy)-propionic acid tert-butyl ester). Isolated yield 79.0%. Reaction SMILES: C[CH:2]([OH:14])[CH2:3][O:4][CH2:5][CH2:6][O:7][CH2:8][CH2:9][O:10][CH2:11][CH2:12][OH:13].[C:15]([O:19][C:20]([CH3:23])([CH3:22])[CH3:21])(=[O:18])[CH:16]=[CH2:17].[CH2:24]1COCC1>[Na]>[C:20]([O:19][C:15](=[O:18])[CH2:16][CH2:17][O:14][CH2:2][CH2:3][O:4][CH2:5][CH2:6][O:7][CH2:8][CH2:9][O:10][CH2:11][CH2:12][O:13][CH3:24])([CH3:23])([CH3:22])[CH3:21] |^1:28|. Reported procedure: Methyl tetraethylene glycol (1.0 g, 4.80 mmol) and tert-butyl acrylate (0.308 g, 2.40 mmol) were dissolved in dry THF (10 mL). Sodium metal 0.6 mg, 0.024 mmol) was added to the solution. After stirring for 4 h at room temperature, the reaction mixture was quenched by the addition of 1 M HCl (15 mL). The quenched reaction mixture was then extracted with CH2Cl2 (1×50 mL, 1×25 mL). The organic layer was dried (MgSO4) and concentrated. After purification by silica gel chromatography (ethyl acetate a...